This data is from the Open Reaction Database (ORD), a public repository of structured organic reaction records. The task is: describe an organic reaction: reactants, conditions, products, and yield The reactants are ClC(=O)OCC(C)C (isobutyl chloroformate), saturated solution, N (ammonia), CN1CCOCC1 (N-methylmorpholine), C(=O)(O)C1=CC2=C(N=CN=C2NC2=CC(=CC=C2)Cl)N1 (6-carboxy-4-(3-chloroanilino)-7H-pyrrolo[2,3-d]pyrimidine), ClC(=O)OCC(C)C (isobutyl chloroformate), CN1CCOCC1 (N-methylmorpholine). The solvent is O1CCOCC1 (dioxane), C1CCOC1 (THF), C1CCOC1 (THF), CN1CCCN(C1=O)C (DMPU). Reaction conditions: temperature 0 celsius, time 1 hour. Yields the product NC(=O)C1=CC2=C(N=CN=C2NC2=CC(=CC=C2)Cl)N1 (6-aminocarbonyl-4-(3-chloroanilino)-7H-pyrrolo[2,3-d]pyrimidine). RXN SMILES: [C:1]([C:4]1[NH:20][C:7]2[N:8]=[CH:9][N:10]=[C:11]([NH:12][C:13]3[CH:18]=[CH:17][CH:16]=[C:15]([Cl:19])[CH:14]=3)[C:6]=2[CH:5]=1)(O)=[O:2].C[N:22]1CCOCC1.ClC(OCC(C)C)=O.N>C1COCC1.CN1C(=O)N(C)CCC1.O1CCOCC1>[NH2:22][C:1]([C:4]1[NH:20][C:7]2[N:8]=[CH:9][N:10]=[C:11]([NH:12][C:13]3[CH:18]=[CH:17][CH:16]=[C:15]([Cl:19])[CH:14]=3)[C:6]=2[CH:5]=1)=[O:2]. Procedure details: Alternative stage 10.1: A mixture of 2.165 g (7.5 mmol) of 6-carboxy-4-(3-chloroanilino)-7H-pyrrolo[2,3-d]pyrimidine in 60 ml of THF and 10 ml of DMPU is heated under reflux for 30 min and then cooled to 0° C., whereupon a fine suspension is obtained. 824 μl (7.5 mmol) of N-methylmorpholine followed by 981 μl (7.5 mmol of isobutyl chloroformate in 10 ml of THF and, after 1 h at 0° C., 824 μl (7.5 mmol) of N-methylmorpholine followed by 981 μl (7.5 mmol) of isobutyl chloroformate again are added ... The reactants are CCOC(C)=O, O=[N+]([O-])c1cccc(Oc2cccnc2)c1. Yields the product Nc1cccc(Oc2cccnc2)c1. Reaction SMILES: [CH3:17][CH2:18][O:19][C:20]([CH3:21])=[O:22].[N+:1]([O-:2])(=[O:3])[c:4]1[cH:5][c:6]([O:7][c:8]2[cH:9][n:10][cH:11][cH:12][cH:13]2)[cH:14][cH:15][cH:16]1>>[NH2:1][c:4]1[cH:5][c:6]([O:7][c:8]2[cH:9][n:10][cH:11][cH:12][cH:13]2)[cH:14][cH:15][cH:16]1. Starting materials: C(=O)([O-])[O-].[Na+].[Na+] (Na2CO3), BrC=1C=CC(=C(C1)[C@@]1(CS(C2(CC=CC2)C(N1CC1=C(C=C(C=C1)OC)OC)=O)(=O)=O)C)F ((R)-8-(5-bromo-2-fluoro-phenyl)-9-(2,4-dimethoxy-benzyl)-8-methyl-6,6-dioxo-6λ6-thia-9-aza-spiro[4.5]dec-2-en-10-one), FC(C(=O)O)(F)F (trifluoroacetic acid), FC(S(=O)(=O)O)(F)F (trifluoromethanesulfonic acid). Reaction conditions: temperature 23 celsius. The product is BrC=1C=CC(=C(C1)[C@@]1(CS(C2(CC=CC2)C(N1)=O)(=O)=O)C)F ((R)-8-(5-bromo-2-fluoro-phenyl)-8-methyl-6,6-dioxo-6λ6-thia-9-aza-spiro[4.5]dec-2-en-10-one). Yield: 94.3%. As a reaction SMILES: [Br:1][C:2]1[CH:3]=[CH:4][C:5]([F:33])=[C:6]([C@@:8]2([CH3:32])[N:17](CC3C=CC(OC)=CC=3OC)[C:16](=[O:29])[C:11]3([CH2:15][CH:14]=[CH:13][CH2:12]3)[S:10](=[O:31])(=[O:30])[CH2:9]2)[CH:7]=1.FC(F)(F)C(O)=O.FC(F)(F)S(O)(=O)=O.C([O-])([O-])=O.[Na+].[Na+]>>[Br:1][C:2]1[CH:3]=[CH:4][C:5]([F:33])=[C:6]([C@@:8]2([CH3:32])[NH:17][C:16](=[O:29])[C:11]3([CH2:12][CH:13]=[CH:14][CH2:15]3)[S:10](=[O:31])(=[O:30])[CH2:9]2)[CH:7]=1 |f:3.4.5|. Procedure: A mixture of (R)-8-(5-bromo-2-fluoro-phenyl)-9-(2,4-dimethoxy-benzyl)-8-methyl-6,6-dioxo-6λ6-thia-9-aza-spiro[4.5]dec-2-en-10-one (450 mg, 836 μmol, Eq: 1.00) and trifluoroacetic acid (9.53 g, 6.44 ml, 83.6 mmol, Eq: 100) was stirred at 23° C. After 1 hour trifluoromethanesulfonic acid (251 mg, 148 μl, 1.67 mmol, Eq: 2.0) was added and the dark red solution was stirred for 2 hours. Poured into 1 M Na2CO3-sol. and extracted twice with ethyl acetate. The combined organic layers were dried over Na2... Reactants: CCO, COC(=O)C(c1ccc(OCc2ccccc2)cc1)N1CC(NC(=O)Cc2ccccc2)C1=O. The product is COC(=O)C(c1ccc(O)cc1)N1CC(NC(=O)Cc2ccccc2)C1=O. RXN SMILES: [CH3:35][CH2:36][OH:37].[c:1]1([CH2:7][C:8](=[O:9])[NH:10][CH:11]2[C:12](=[O:34])[N:13]([CH:15]([c:16]3[cH:17][cH:18][c:19]([O:22][CH2:23][c:24]4[cH:25][cH:26][cH:27][cH:28][cH:29]4)[cH:20][cH:21]3)[C:30](=[O:31])[O:32][CH3:33])[CH2:14]2)[cH:2][cH:3][cH:4][cH:5][cH:6]1>>[c:1]1([CH2:7][C:8](=[O:9])[NH:10][CH:11]2[C:12](=[O:34])[N:13]([CH:15]([c:16]3[cH:17][cH:18][c:19]([OH:22])[cH:20][cH:21]3)[C:30](=[O:31])[O:32][CH3:33])[CH2:14]2)[cH:2][cH:3][cH:4][cH:5][cH:6]1. The reactants are FC1=CC=C(C=C1)N1N=CC2=CC(=CC=C12)OC (1-(4-fluorophenyl)-5-methoxy-1H-indazole). The solvent is ClCCl (dichloromethane), ClCCl (dichloromethane), C(Cl)Cl (CH2Cl2). Run at temperature 50 celsius, time 80 minute. The product is FC1=CC=C(C=C1)N1N=CC2=CC(=CC=C12)O (1-(4-fluorophenyl)-1H-indazol-5-ol), grey needles. Reaction SMILES: [F:1][C:2]1[CH:7]=[CH:6][C:5]([N:8]2[C:16]3[C:11](=[CH:12][C:13]([O:17]C)=[CH:14][CH:15]=3)[CH:10]=[N:9]2)=[CH:4][CH:3]=1>C(Cl)Cl>[F:1][C:2]1[CH:3]=[CH:4][C:5]([N:8]2[C:16]3[C:11](=[CH:12][C:13]([OH:17])=[CH:14][CH:15]=3)[CH:10]=[N:9]2)=[CH:6][CH:7]=1. Reported procedure: 1-(4-fluorophenyl)-5-methoxy-1H-indazole (147f, 3.32 g, 13.7 mmol) in CH2Cl2 (40 mL, dried over 4 Å mol sieves). Borontribromide solution (1M in dichloromethane, 35 mL, 35 mmol) was added and the mixture was stirred at 50° C. for 80 min. The reaction mixture was cooled to r.t., diluted with dichloromethane and washed with ice-cold sat. aqueous NaHCO3. Crude title compound crystallised from the organic phase at 8° C. Re-crystallization from methanol-water afforded 1-(4-fluorophenyl)-1H-indazol-5-...